This data is from the Open Reaction Database (ORD), a public repository of structured organic reaction records. The task is: describe an organic reaction: reactants, conditions, products, and yield The reactants are COc1cc2nccc(Oc3ccc(N)cc3)c2cc1OC, CCO, Cc1ccccc1, O=C(N=C=S)c1ccc(Cl)cc1. Yields the product COc1cc2nccc(Oc3ccc(NC(=S)NC(=O)c4ccc(Cl)cc4)cc3)c2cc1OC. Reaction SMILES: [CH3:1][O:2][c:3]1[cH:4][c:5]2[c:6]([O:15][c:16]3[cH:17][cH:18][c:19]([NH2:20])[cH:21][cH:22]3)[cH:7][cH:8][n:9][c:10]2[cH:11][c:12]1[O:13][CH3:14].[CH3:23][CH2:24][OH:25].[CH3:38][c:39]1[cH:40][cH:41][cH:42][cH:43][cH:44]1.[Cl:26][c:27]1[cH:28][cH:29][c:30]([C:33](=[O:34])[N:35]=[C:36]=[S:37])[cH:31][cH:32]1>>[CH3:1][O:2][c:3]1[cH:4][c:5]2[c:6]([O:15][c:16]3[cH:17][cH:18][c:19]([NH:20][C:36]([NH:35][C:33]([c:30]4[cH:29][cH:28][c:27]([Cl:26])[cH:32][cH:31]4)=[O:34])=[S:37])[cH:21][cH:22]3)[cH:7][cH:8][n:9][c:10]2[cH:11][c:12]1[O:13][CH3:14]. Reactants: N1(C=NC=C1)CC(CSC1=CC=CC=C1)O (1-(1-imidazolyl)-3-phenylthiopropan-2-ol), ice, ClC1=C(C(=O)Cl)C=CC(=C1)Cl (2,4-dichlorobenzoyl chloride). Solvent: O (water), N1=CC=CC=C1 (pyridine), O (water). Run at time 8 hour. The product is ClC1=C(C(=O)OC(CN2C=NC=C2)CSC2=CC=CC=C2)C=CC(=C1)Cl (2-(2,4-Dichlorobenzoyloxy)-1-(1-imidazolyl)-3-phenylthiopropane). As a reaction SMILES: [N:1]1([CH2:6][CH:7]([OH:16])[CH2:8][S:9][C:10]2[CH:15]=[CH:14][CH:13]=[CH:12][CH:11]=2)[CH:5]=[CH:4][N:3]=[CH:2]1.[Cl:17][C:18]1[CH:26]=[C:25]([Cl:27])[CH:24]=[CH:23][C:19]=1[C:20](Cl)=[O:21]>N1C=CC=CC=1.O>[Cl:17][C:18]1[CH:26]=[C:25]([Cl:27])[CH:24]=[CH:23][C:19]=1[C:20]([O:16][CH:7]([CH2:8][S:9][C:10]1[CH:11]=[CH:12][CH:13]=[CH:14][CH:15]=1)[CH2:6][N:1]1[CH:5]=[CH:4][N:3]=[CH:2]1)=[O:21]. Procedure: A mixture of 1-(1-imidazolyl)-3-phenylthiopropan-2-ol and 5 g (0.213 mole), in pyridine (15 ml) was cooled in an ice and water bath; then 4.9 g [3.3 ml (0.0235 mole)] 2,4-dichlorobenzoyl chloride was added dropwise. The reaction mixture was allowed to warm to room temperature and then stirred overnight. The resulting mixture was diluted with water and extracted with ethyl acetate. The organic phase was washed with a sodium bicarbonate solution, then several times with water and once with brine, ... Starting materials: F[B-](F)(F)F, COc1ccc(CCNCc2ccc(C(C)(C)C)cc2)cc1, CCN(C(C)C)C(C)C, CN(C)C=O, O, CN(C)C(On1nnc2ccccc21)=[N+](C)C, O=C(O)c1cccc2cc[nH]c12. Product: COc1ccc(CCN(Cc2ccc(C(C)(C)C)cc2)C(=O)c2cccc3cc[nH]c23)cc1. RXN SMILES: [B-:13]([F:14])([F:15])([F:16])[F:17].[C:44]([CH3:45])([CH3:46])([CH3:47])[c:48]1[cH:49][cH:50][c:51]([CH2:52][NH:53][CH2:54][CH2:55][c:56]2[cH:57][cH:58][c:59]([O:62][CH3:63])[cH:60][cH:61]2)[cH:64][cH:65]1.[CH:35]([N:36]([CH2:37][CH3:38])[CH:39]([CH3:40])[CH3:41])([CH3:42])[CH3:43].[O:66]=[CH:67][N:68]([CH3:69])[CH3:70].[OH2:71].[n:18]1([O:19][C:20]([N:21]([CH3:22])[CH3:23])=[N+:24]([CH3:25])[CH3:26])[c:27]2[cH:28][cH:29][cH:30][cH:31][c:32]2[n:33][n:34]1.[nH:1]1[cH:2][cH:3][c:4]2[cH:5][cH:6][cH:7][c:8]([C:10](=[O:11])[OH:12])[c:9]12>>[nH:1]1[cH:2][cH:3][c:4]2[cH:5][cH:6][cH:7][c:8]([C:10](=[O:12])[N:53]([CH2:52][c:51]3[cH:50][cH:49][c:48]([C:44]([CH3:45])([CH3:46])[CH3:47])[cH:65][cH:64]3)[CH2:54][CH2:55][c:56]3[cH:57][cH:58][c:59]([O:62][CH3:63])[cH:60][cH:61]3)[c:9]12. Yields the product N#CSC(C=O)c1ccccc1. As a reaction SMILES: [CH:1](=[O:2])[CH2:3][c:4]1[cH:5][cH:6][cH:7][cH:8][cH:9]1.[N:10]#[C:11][S:12][S:13][C:14]#[N:15]>>[CH:1](=[O:2])[CH:3]([c:4]1[cH:5][cH:6][cH:7][cH:8][cH:9]1)[S:12][C:11]#[N:10]. Starting materials: O=CCc1ccccc1, N#CSSC#N. Reactants: C(C)(C)(C)C1=NOC(=C1)N=C=O (3-t-butyl-5-isoxazolyl isocyanate), CS (methyl mercaptan). Product: C(C)(C)(C)C1=NOC(=C1)NC(SC)=O (S-methyl 3-t-butyl-5-isoxazolylthiocarbamate), crystals. Reaction SMILES: [C:1]([C:5]1[CH:9]=[C:8]([N:10]=[C:11]=[O:12])[O:7][N:6]=1)([CH3:4])([CH3:3])[CH3:2].[CH3:13][SH:14]>>[C:1]([C:5]1[CH:9]=[C:8]([NH:10][C:11](=[O:12])[S:14][CH3:13])[O:7][N:6]=1)([CH3:4])([CH3:2])[CH3:3]. Reported procedure: Using 3-t-butyl-5-isoxazolyl isocyanate and methyl mercaptan, the reaction is effected as in Synthetic Example 17, whereby S-methyl 3-t-butyl-5-isoxazolylthiocarbamate is obtained as crystals melting at 104.0° to 105.5° C.